Dataset: the Open Reaction Database (ORD), a public repository of structured organic reaction records. Task: describe an organic reaction: reactants, conditions, products, and yield The reactants are COc1ccc(C=O)cc1Br, O=C([O-])[O-], Cc1cc2c(cc1B(O)O)C(C)(C)CCC2(C)C, COCCOC, CCOC(C)=O, [K+], [K+], O, [Pd], c1ccc(P(c2ccccc2)c2ccccc2)cc1, c1ccc(P(c2ccccc2)c2ccccc2)cc1, c1ccc(P(c2ccccc2)c2ccccc2)cc1, c1ccc(P(c2ccccc2)c2ccccc2)cc1. The product is COc1ccc(C=O)cc1-c1cc2c(cc1C)C(C)(C)CCC2(C)C. RXN SMILES: [Br:1][c:2]1[cH:3][c:4]([CH:5]=[O:6])[cH:7][cH:8][c:9]1[O:10][CH3:11].[C:30](=[O:31])([O-:32])[O-:33].[CH3:12][c:13]1[c:14]([B:27]([OH:28])[OH:29])[cH:15][c:16]2[c:21]([cH:22]1)[C:20]([CH3:23])([CH3:24])[CH2:19][CH2:18][C:17]2([CH3:25])[CH3:26].[CH3:36][O:37][CH2:38][CH2:39][O:40][CH3:41].[CH3:43][CH2:44][O:45][C:46](=[O:47])[CH3:48].[K+:34].[K+:35].[OH2:42].[Pd:49].[c:107]1([P:108]([c:109]2[cH:110][cH:111][cH:112][cH:113][cH:114]2)[c:115]2[cH:116][cH:117][cH:118][cH:119][cH:120]2)[cH:121][cH:122][cH:123][cH:124][cH:125]1.[c:50]1([P:51]([c:52]2[cH:53][cH:54][cH:55][cH:56][cH:57]2)[c:58]2[cH:59][cH:60][cH:61][cH:62][cH:63]2)[cH:64][cH:65][cH:66][cH:67][cH:68]1.[c:69]1([P:70]([c:71]2[cH:72][cH:73][cH:74][cH:75][cH:76]2)[c:77]2[cH:78][cH:79][cH:80][cH:81][cH:82]2)[cH:83][cH:84][cH:85][cH:86][cH:87]1.[c:88]1([P:89]([c:90]2[cH:91][cH:92][cH:93][cH:94][cH:95]2)[c:96]2[cH:97][cH:98][cH:99][cH:100][cH:101]2)[cH:102][cH:103][cH:104][cH:105][cH:106]1>>[c:2]1(-[c:14]2[c:13]([CH3:12])[cH:22][c:21]3[c:16]([cH:15]2)[C:17]([CH3:25])([CH3:26])[CH2:18][CH2:19][C:20]3([CH3:23])[CH3:24])[cH:3][c:4]([CH:5]=[O:6])[cH:7][cH:8][c:9]1[O:10][CH3:11]. The reactants are O=c1[nH]ncc2cc(Br)ccc12, COc1ccc(CN)cc1, Cc1ccccc1, CCOC(C)=O, O=C(C=Cc1ccccc1)C=Cc1ccccc1, O=C(C=Cc1ccccc1)C=Cc1ccccc1, O=C(C=Cc1ccccc1)C=Cc1ccccc1, [Pd], [Pd]. Yields the product COc1ccc(CNc2ccc3c(=O)[nH]ncc3c2)cc1. As a reaction SMILES: [Br:1][c:2]1[cH:3][c:4]2[cH:5][n:6][nH:7][c:8](=[O:12])[c:9]2[cH:10][cH:11]1.[CH3:13][O:14][c:15]1[cH:16][cH:17][c:18]([CH2:19][NH2:20])[cH:21][cH:22]1.[CH3:23][c:24]1[cH:25][cH:26][cH:27][cH:28][cH:29]1.[CH3:30][CH2:31][O:32][C:33]([CH3:34])=[O:35].[O:38]=[C:39]([CH:40]=[CH:41][c:42]1[cH:43][cH:44][cH:45][cH:46][cH:47]1)[CH:48]=[CH:49][c:50]1[cH:51][cH:52][cH:53][cH:54][cH:55]1.[O:56]=[C:57]([CH:58]=[CH:59][c:60]1[cH:61][cH:62][cH:63][cH:64][cH:65]1)[CH:66]=[CH:67][c:68]1[cH:69][cH:70][cH:71][cH:72][cH:73]1.[O:74]=[C:75]([CH:76]=[CH:77][c:78]1[cH:79][cH:80][cH:81][cH:82][cH:83]1)[CH:84]=[CH:85][c:86]1[cH:87][cH:88][cH:89][cH:90][cH:91]1.[Pd:36].[Pd:37]>>[c:2]1([NH:20][CH2:19][c:18]2[cH:17][cH:16][c:15]([O:14][CH3:13])[cH:22][cH:21]2)[cH:3][c:4]2[cH:5][n:6][nH:7][c:8](=[O:12])[c:9]2[cH:10][cH:11]1. The reactants are C(=O)([O-])[O-].[K+].[K+] (K2CO3), O=C(CC(=O)OC)CCCCCC (methyl 3-oxononanoate), CI (methyl iodide). Run in CC(=O)C (acetone). Run at time 24 hour. The product is CC(C(=O)OC)C(CCCCCC)=O (methyl 2-methyl-3-oxononanoate). RXN SMILES: [C:1]([O-])([O-])=O.[K+].[K+].[O:7]=[C:8]([CH2:14][CH2:15][CH2:16][CH2:17][CH2:18][CH3:19])[CH2:9][C:10]([O:12][CH3:13])=[O:11].CI>CC(C)=O>[CH3:1][CH:9]([C:8](=[O:7])[CH2:14][CH2:15][CH2:16][CH2:17][CH2:18][CH3:19])[C:10]([O:12][CH3:13])=[O:11] |f:0.1.2|. Procedure: K2CO3 (2.67 g) was added to a solution of methyl 3-oxononanoate (3.01 g) and methyl iodide (2.77 g) in acetone (100 ml) and the mixture was stirred at room temperature for 24 hours. The reaction solution was celite filtered, and then the mother liquor was concentrated under reduced pressure and the residue was purified by silica gel column chromatography (n-hexane/AcOEt=13/1) to obtain methyl 2-methyl-3-oxononanoate. The reactants are NC1=NC(=NC=C1C(C1=C(C(=CC=C1OC)F)F)=O)NC1CCN(CC1)S(=O)(=O)N (4-[4-Amino-5-(2,3-difluoro-6-methoxy-benzoyl)-pyrimidin-2-ylamino]-piperidine-1-sulfonic acid amide), CN(C)C1=NC=CC=C1 (dimethylaminopyridine), CN1CCOCC1 (N-methyl morpholine). The reagents and catalysts are C(C)(=O)OC(C)=O (acetic anhydride). The solvent is ClCCl (dichloromethane). Run at time 2 hour. Yields the product C(C)(=O)NS(=O)(=O)N1CCC(CC1)NC1=NC=C(C(=N1)N)C(C1=C(C(=CC=C1OC)F)F)=O (4-[4-Amino-5-(2,3-difluoro-6-methoxy-benzoyl)-pyrimidin-2-ylamino]-piperidine-1-sulfonic acid acetyl-amide). RXN SMILES: [NH2:1][C:2]1[C:7]([C:8](=[O:19])[C:9]2[C:14]([O:15][CH3:16])=[CH:13][CH:12]=[C:11]([F:17])[C:10]=2[F:18])=[CH:6][N:5]=[C:4]([NH:20][CH:21]2[CH2:26][CH2:25][N:24]([S:27]([NH2:30])(=[O:29])=[O:28])[CH2:23][CH2:22]2)[N:3]=1.CN(C1C=CC=CN=1)C.CN1CC[O:44][CH2:43][CH2:42]1>ClCCl.C(OC(=O)C)(=O)C>[C:43]([NH:30][S:27]([N:24]1[CH2:25][CH2:26][CH:21]([NH:20][C:4]2[N:3]=[C:2]([NH2:1])[C:7]([C:8](=[O:19])[C:9]3[C:14]([O:15][CH3:16])=[CH:13][CH:12]=[C:11]([F:17])[C:10]=3[F:18])=[CH:6][N:5]=2)[CH2:22][CH2:23]1)(=[O:28])=[O:29])(=[O:44])[CH3:42]. Reported procedure: 4-[4-Amino-5-(2,3-difluoro-6-methoxy-benzoyl)-pyrimidin-2-ylamino]-piperidine-1-sulfonic acid amide (50 mg, Example 285) in dichloromethane (10 mL), N-methyl morpholine (0.1 mL, Aldrich) and dimethylaminopyridine (1 mg, Aldrich) was chilled in ice and added acetic anhydride (5 drops). The mixture was stirred cold for two hours and quenched with methanol. The mixture was evaporated to dryness and chromatographed on silica gel (dichloromethane, then ethyl acetate). Fractions corresponding to produ...